From a dataset of the Open Reaction Database (ORD), a public repository of structured organic reaction records. describe an organic reaction: reactants, conditions, products, and yield Reactants: C(C)C1C(N(CC1C)C(=O)NCCC1=CC=C(C=C1)S(=O)(=O)Cl)=C=O (4[2-(3-Ethyl-4-methyl-2-carbonyl pyrrolidineamido)ethyl]benzene sulfonyl chloride), N (ammonia). Conditions: time 30 minute. Yields the product C(C)C1C(N(CC1C)C(=O)NCCC1=CC=C(C=C1)S(=O)(=O)N)=C=O (4-[2-(3-Ethyl-4-methyl-2-carbonyl pyrrolidineamido)ethyl]benzene sulfonamide). Reaction SMILES: [CH2:1]([CH:3]1[CH:7]([CH3:8])[CH2:6][N:5]([C:9]([NH:11][CH2:12][CH2:13][C:14]2[CH:19]=[CH:18][C:17]([S:20](Cl)(=[O:22])=[O:21])=[CH:16][CH:15]=2)=[O:10])[C:4]1=[C:24]=[O:25])[CH3:2].[NH3:26]>>[CH2:1]([CH:3]1[CH:7]([CH3:8])[CH2:6][N:5]([C:9]([NH:11][CH2:12][CH2:13][C:14]2[CH:19]=[CH:18][C:17]([S:20]([NH2:26])(=[O:22])=[O:21])=[CH:16][CH:15]=2)=[O:10])[C:4]1=[C:24]=[O:25])[CH3:2]. Procedure: To a cooled (0–5° C.) solution of chlorosulfonic acid (22.4 ml), 4-[2-(3-Ethyl-4-methyl-2-carbonyl pyrrolidineamido)ethyl]benzene (15 gm) was added in small portions over a period of 1 to 2 hrs. Further it was stirred for 30 minutes at this temperature and then temperature was gradually raised to 30 to 35° C. and stirred for 5 hrs. The reaction mixture was quenched into ice-water, and stirred for 1 hr and filtered to obtain the product 4-[2-(3-Ethyl-4-methyl-2-carbonyl pyrrolidineamido)ethyl]ben...